This data is from the Open Reaction Database (ORD), a public repository of structured organic reaction records. The task is: describe an organic reaction: reactants, conditions, products, and yield Reactants: CC1CCC2(C(C3C(O2)CC4C3(CCC5C4CC=C6C5(CCC(C6)OC(=O)C)C)C)C)OC1 (diosgenin acetate), C(C)(=O)OC(C)=O (acetic anhydride). The reagents and catalysts are Cl.N1=CC=CC=C1 (pyridine hydrochloride). Yields the product CC1=C(O[C@@H]2[C@H]1[C@]3(CC[C@H]4[C@H]([C@@H]3C2)CC=C5[C@@]4(CC[C@@H](C5)OC(=O)C)C)C)CC[C@@H](C)COC(=O)C (pseudodiosgenin diacetate). Yield: 84.0%. As a reaction SMILES: [CH3:1][CH:2]1[CH2:33][O:32][C:5]2([O:9][CH:8]3[CH2:10][CH:11]4[CH:16]5[CH2:17][CH:18]=[C:19]6[CH2:24][CH:23]([O:25][C:26]([CH3:28])=[O:27])[CH2:22][CH2:21][C:20]6([CH3:29])[CH:15]5[CH2:14][CH2:13][C:12]4([CH3:30])[CH:7]3[CH:6]2[CH3:31])[CH2:4][CH2:3]1.[C:34](OC(=O)C)(=[O:36])[CH3:35]>Cl.N1C=CC=CC=1>[CH3:31][C:6]1[C@@H:7]2[C@:12]3([CH3:30])[C@@H:11]([CH2:10][C@@H:8]2[O:9][C:5]=1[CH2:4][CH2:3][C@H:2]([CH2:33][O:32][C:34]([CH3:35])=[O:36])[CH3:1])[C@@H:16]1[CH2:17][CH:18]=[C:19]2[CH2:24][C@@H:23]([O:25][C:26]([CH3:28])=[O:27])[CH2:22][CH2:21][C@:20]2([CH3:29])[C@H:15]1[CH2:14][CH2:13]3 |f:2.3|. Procedure: Another group of workers, Dauben et al have reported a process in which diosgenin acetate is heated in acetic anhydride containing pyridine hydrochloride as catalyst which afforded pseudodiosgenin diacetate in 84% yield. (Ref:Dauben WG and Fonken GJ; J Am Chem Soc, 76, 4618, 1954).